From a dataset of the Open Reaction Database (ORD), a public repository of structured organic reaction records. describe an organic reaction: reactants, conditions, products, and yield Starting materials: Fc1cc(I)c(CBr)cn1, C[Si](C)(C)C#N, CC#N, CCCC[N+](CCCC)(CCCC)CCCC, CC(C)O, ClC(Cl)Cl, [F-]. The product is N#CCc1cnc(F)cc1I. RXN SMILES: [Br:25][CH2:26][c:27]1[c:28]([I:34])[cH:29][c:30]([F:33])[n:31][cH:32]1.[CH3:1][Si:2]([CH3:3])([CH3:4])[C:5]#[N:6].[CH3:35][C:36]#[N:37].[CH3:8][CH2:9][CH2:10][CH2:11][N+:12]([CH2:13][CH2:14][CH2:15][CH3:16])([CH2:17][CH2:18][CH2:19][CH3:20])[CH2:21][CH2:22][CH2:23][CH3:24].[CH:38]([OH:39])([CH3:40])[CH3:41].[CH:42]([Cl:43])([Cl:44])[Cl:45].[F-:7]>>[C:5](#[N:6])[CH2:26][c:27]1[c:28]([I:34])[cH:29][c:30]([F:33])[n:31][cH:32]1. Starting materials: C(#N)C=1C=C(C=CC1)C1NC=CC(C1)=O (2-(3-cyanophenyl)-2,3-dihydro-pyridin-4-one), C(CCC)[Li] (n-butyl lithium), BrC1=C(C=C(C(=C1)OC)OC)CC(=O)Cl (2-(2-bromo-4,5-dimethoxy-phenyl)acetyl chloride), [Cl-].[NH4+] (ammonium chloride). Solvent: C1CCOC1 (THF), C1CCOC1 (THF). Run at temperature -75 celsius, time 10 minute. The product is BrC1=C(C=C(C(=C1)OC)OC)CC(=O)N1C(CC(C=C1)=O)C=1C=C(C#N)C=CC1 (3-{1-[2-(2-bromo-4,5-dimethoxy-phenyl)-acetyl]-4-oxo-1,2,3,4-tetrahydro-pyridin-2-yl}-benzonitrile). Yield: 27.4%. RXN SMILES: [C:1]([C:3]1[CH:4]=[C:5]([CH:9]2[CH2:14][C:13](=[O:15])[CH:12]=[CH:11][NH:10]2)[CH:6]=[CH:7][CH:8]=1)#[N:2].C([Li])CCC.[Br:21][C:22]1[CH:27]=[C:26]([O:28][CH3:29])[C:25]([O:30][CH3:31])=[CH:24][C:23]=1[CH2:32][C:33](Cl)=[O:34].[Cl-].[NH4+]>C1COCC1>[Br:21][C:22]1[CH:27]=[C:26]([O:28][CH3:29])[C:25]([O:30][CH3:31])=[CH:24][C:23]=1[CH2:32][C:33]([N:10]1[CH:11]=[CH:12][C:13](=[O:15])[CH2:14][CH:9]1[C:5]1[CH:4]=[C:3]([CH:8]=[CH:7][CH:6]=1)[C:1]#[N:2])=[O:34] |f:3.4|. Procedure details: To 75 mg of 2-(3-cyanophenyl)-2,3-dihydro-pyridin-4-one in 8 ml THF at −75° C. was added 0.2 ml 2.5M n-butyl lithium. The mixture is stirred under argon at −75° C. for 10 minutes and then 106 mg 2-(2-bromo-4,5-dimethoxy-phenyl)acetyl chloride in 2 ml THF was added slowly. The reaction mixture was then stirred at −75° C. for 30 minutes, then allowed to warm to room temperature and was stirred for an additional 30 minutes. To this mixture was added 10 ml saturated aqueous ammonium chloride. The mi... Reactants: 27, O1C(CCCC1)OCC1OC2=C(CC1)C=C(C=C2)NC(C)=O (N-[3,4-dihydro-2-[[(tetrahydro-2H-pyran-2-yl)oxy]methyl]-2H-1-benzopyran-6-yl]-acetamide), CO (methanol), Cl (hydrochloric acid). Run in O (water). Reaction conditions: time 30 minute. Yields the product 14.4, OCC1OC2=C(CC1)C=C(C=C2)NC(C)=O (N-[3,4-dihydro-2-(hydroxymethyl)-2H-1-benzopyran-6-yl]acetamide). Isolated yield 74.0%. RXN SMILES: O1CCCCC1[O:7][CH2:8][CH:9]1[CH2:14][CH2:13][C:12]2[CH:15]=[C:16]([NH:19][C:20](=[O:22])[CH3:21])[CH:17]=[CH:18][C:11]=2[O:10]1.CO.Cl>O>[OH:7][CH2:8][CH:9]1[CH2:14][CH2:13][C:12]2[CH:15]=[C:16]([NH:19][C:20](=[O:22])[CH3:21])[CH:17]=[CH:18][C:11]=2[O:10]1. Reported procedure: To a stirred solution of 27 parts of N-[3,4-dihydro-2-[[(tetrahydro-2H-pyran-2-yl)oxy]methyl]-2H-1-benzopyran-6-yl]-acetamide in 240 parts of methanol were added 100 parts of a hydrochloric acid solution 10% in water. The whole was stirred for 30 minutes at room temperature. The reaction mixture was evaporated till all traces of methanol were removed. After cooling, the product was filtered off from the aqueous phase, washed with water and crystallized from acetonitrile. The product was filtered... Reactants: ClC1=NOC2=C1C=C(C=C2)Cl (3,5-dichloro-1,2-benzoisoxazole), C(C)(C)(C)OC(=O)N1C(OCC1CO)(C)C (3-tert-butoxycarbonyl-4-hydroxymethyl-2,2-dimethyloxazolidine), CC(C)([O-])C.[K+] (potassium tert-butoxide). The solvent is O1CCCC1 (tetrahydrofuran), O1CCCC1 (tetrahydrofuran), O1CCCC1 (tetrahydrofuran). Product: C(C)(C)(C)OC(=O)N1C(OCC1COC1=NOC2=C1C=C(C=C2)Cl)(C)C (3-[(3-tert-butoxycarbonyl-2,2-dimethyloxazolidin-4-yl)methoxy]-5-chloro-1,2-benzoisoxazole). As a reaction SMILES: [C:1]([O:5][C:6]([N:8]1[CH:12]([CH2:13][OH:14])[CH2:11][O:10][C:9]1([CH3:16])[CH3:15])=[O:7])([CH3:4])([CH3:3])[CH3:2].CC(C)([O-])C.[K+].Cl[C:24]1[C:28]2[CH:29]=[C:30]([Cl:33])[CH:31]=[CH:32][C:27]=2[O:26][N:25]=1>O1CCCC1>[C:1]([O:5][C:6]([N:8]1[CH:12]([CH2:13][O:14][C:24]2[C:28]3[CH:29]=[C:30]([Cl:33])[CH:31]=[CH:32][C:27]=3[O:26][N:25]=2)[CH2:11][O:10][C:9]1([CH3:16])[CH3:15])=[O:7])([CH3:4])([CH3:3])[CH3:2] |f:1.2|. Procedure details: A solution of 6.94 g of 3-tert-butoxycarbonyl-4-hydroxymethyl-2,2-dimethyloxazolidine in 28 ml of tetrahydrofuran is added to a solution of 6.02 g of potassium tert-butoxide in 28 ml of tetrahydrofuran at 10°-15° C., and they are subjected to reaction at the same temperature for two hours. Subsequently, this reaction mixture is added under reflux to a solution of 5.64 g of 3,5-dichloro-1,2-benzoisoxazole in 28 ml of tetrahydrofuran and they are refluxed for a further one hour. The reaction mixtu... Starting materials: C(C)OC(=O)C=1NC2=C(C=CC(=C2C1)C(CCl)=O)O (4-chloroacetyl-7-hydroxyindole-2-carboxylic acid ethyl ester), C(C=C)N (allylamine), Cl (hydrochloric acid). The solvent is CS(=O)C (dimethyl sulfoxide). Conditions: time 1 hour. Product: Cl.C(C)OC(=O)C=1NC2=C(C=CC(=C2C1)C(CNCC=C)=O)O (4-allylaminoacetyl-7-hydroxyindole-2-carboxylic acid ethyl ester hydrochloride). RXN SMILES: [CH2:1]([O:3][C:4]([C:6]1[NH:7][C:8]2[C:13]([CH:14]=1)=[C:12]([C:15](=[O:18])[CH2:16][Cl:17])[CH:11]=[CH:10][C:9]=2[OH:19])=[O:5])[CH3:2].[CH2:20]([NH2:23])[CH:21]=[CH2:22].Cl>CS(C)=O>[ClH:17].[CH2:1]([O:3][C:4]([C:6]1[NH:7][C:8]2[C:13]([CH:14]=1)=[C:12]([C:15](=[O:18])[CH2:16][NH:23][CH2:20][CH:21]=[CH2:22])[CH:11]=[CH:10][C:9]=2[OH:19])=[O:5])[CH3:2] |f:4.5|. Procedure details: 2.8 g of 4-chloroacetyl-7-hydroxyindole-2-carboxylic acid ethyl ester is combined with 1.5 ml of allylamine and 15 ml of absolute dimethyl sulfoxide and stirred at room temperature for one hour. Then 150 ml of 2N hydrochloric acid is added to the reaction mixture, the immediately formed precipitate is vacuum-filtered, and the filtrate is allowed to stand and thus yields, in crystalline form, 1.5 g of 4-allylaminoacetyl-7-hydroxyindole-2-carboxylic acid ethyl ester hydrochloride, mp 264°-265° C. ... The reactants are CS(=O)(=O)CCOCCNC1=C(C=NC2=CC=CC=C12)[N+](=O)[O-] (N-{2-[2-(methylsulfonyl)ethoxy]ethyl}-3-nitroquinolin-4-amine), [H][H] (hydrogen). The reagents and catalysts are [Pt] (Pt/C). Procedure details: Solid Pt/C (0.9 g of 5%) was added to a suspension of N-{2-[2-(methylsulfonyl)ethoxy]ethyl}-3-nitroquinolin-4-amine (9 g, 26.5 mmol) in acetonitrile (133 mL) in a Parr vessel. The vessel was placed on a shaker and then pressurized with hydrogen to 50 psi (3.4×105 Pa). After 3 hours the reaction mixture was purged with nitrogen and then filtered through a layer of CELITE filter agent. The filter cake was washed with acetonitrile (200 mL) until the washes were clear. The filtrate was concentrated ... The product is CS(=O)(=O)CCOCCNC1=C(C=NC2=CC=CC=C12)N (N4-{2-[2-(methylsulfonyl)ethoxy]ethyl}quinoline-3,4-diamine). The solvent is C(C)#N (acetonitrile). Reaction SMILES: [CH3:1][S:2]([CH2:5][CH2:6][O:7][CH2:8][CH2:9][NH:10][C:11]1[C:20]2[C:15](=[CH:16][CH:17]=[CH:18][CH:19]=2)[N:14]=[CH:13][C:12]=1[N+:21]([O-])=O)(=[O:4])=[O:3].[H][H]>C(#N)C.[Pt]>[CH3:1][S:2]([CH2:5][CH2:6][O:7][CH2:8][CH2:9][NH:10][C:11]1[C:20]2[C:15](=[CH:16][CH:17]=[CH:18][CH:19]=2)[N:14]=[CH:13][C:12]=1[NH2:21])(=[O:4])=[O:3]. Reactants: Cl\C(=C/[C@@H]1C([C@H]1C(=O)O)(C)C)\C1=CC=C(C=C1)Cl ((+)-trans-Z-3-(2-chloro-2-(4-chloro-phenyl)-vinyl)-2,2-dimethyl-1-cyclopropane-carboxylic acid), S(=O)(Cl)Cl (thionyl chloride). Run in C(Cl)(Cl)(Cl)Cl (carbon tetrachloride). The product is ClC(=CC1C(C1C(=O)Cl)(C)C)C1=CC=C(C=C1)Cl (3-(2-chloro-2-(4-chloro-phenyl)-vinyl)-2,2-dimethyl-cyclopropane-carboxylic acid chloride). RXN SMILES: [Cl:1]/[C:2](/[C:12]1[CH:17]=[CH:16][C:15]([Cl:18])=[CH:14][CH:13]=1)=[CH:3]\[C@H:4]1[C@H:6]([C:7](O)=[O:8])[C:5]1([CH3:11])[CH3:10].S(Cl)([Cl:21])=O>C(Cl)(Cl)(Cl)Cl>[Cl:1][C:2]([C:12]1[CH:17]=[CH:16][C:15]([Cl:18])=[CH:14][CH:13]=1)=[CH:3][CH:4]1[CH:6]([C:7]([Cl:21])=[O:8])[C:5]1([CH3:11])[CH3:10]. Procedure details: 4.2 g (0.0147 mole) of (+)-trans-Z-3-(2-chloro-2-(4-chloro-phenyl)-vinyl)-2,2-dimethyl-1-cyclopropane-carboxylic acid were dissolved in 50 ml of carbon tetrachloride, and 8.8 g of thionyl chloride were slowly added dropwise at 40° C., whilst stirring. The mixture was then heated under reflux for 4 hours. At the end of the reaction time, excess thionyl chloride and carbon tetrachloride were distilled off under a waterpump vacuum. Last residues of solvent were removed by brief incipient distillati... The product is OC(=O)C(C)C1=CC=C(CC(C)C)C=C1 (ibuprofen). Run in C(C)(=O)OCC (ethyl acetate), C(C)(=O)OCCCC (n-butyl acetate), C(C)(=O)OCCCC (n-butyl acetate). The yield is 94.9%. Starting materials: C(C)(=O)OO (peracetic acid), CC1=[N+](C(=CC=C1)C)[O-] (2,6-dimethylpyridine N-oxide), C(C(C)C)C1=CC=C(C=C1)C(C=O)C (2-(4-isobutylphenyl)propionaldehyde). RXN SMILES: [CH2:1]([C:5]1[CH:10]=[CH:9][C:8]([CH:11]([CH3:14])[CH:12]=[O:13])=[CH:7][CH:6]=1)[CH:2]([CH3:4])[CH3:3].CC1C=CC=C(C)[N+]=1[O-:23].C(OO)(=O)C>C(OCCCC)(=O)C.C(OCC)(=O)C>[OH:13][C:12]([CH:11]([C:8]1[CH:7]=[CH:6][C:5]([CH2:1][CH:2]([CH3:4])[CH3:3])=[CH:10][CH:9]=1)[CH3:14])=[O:23]. Reported procedure: To a stirred solution of 10.0 g (52.6 mmol) of 2-(4-isobutylphenyl)propionaldehyde (ibuprofen aldehyde)in n-butyl acetate (53 mL) cooled in a wet-ice bath (ca. 2° C.) was added 6.5 g (52.6 mmol) of 2,6-dimethylpyridine N-oxide (2,6-lutidine N-oxide). To this solution was then added slowly dropwise 29 mL (78.8 mmol) of a 20.0 weight percent solution of peracetic acid in ethyl acetate, at a rate slow enough such that the reaction temperature did not exceed 10° C. (ca. 25 minutes). After the initia... The reactants are COC=1C(=C(C2=C(CCC(O2)(C)CCN2CCN(CC2)CC=C(C)C)C1C)C)C (3,4-dihydro-6-methoxy-2-[2-[4-(3-methyl-2-butenyl)piperazin-1-yl]ethyl]-2,5,7,8-tetramethyl-2H-benzopyran). The reagents and catalysts are [Pd] (palladium on carbon). The solvent is C(C)O (ethanol). Reaction conditions: time 48 hour. Product: COC=1C(=C(C2=C(CCC(O2)(C)CCN2CCN(CC2)CCC(C)C)C1C)C)C (1-[2-(3,4-dihydro-6-methoxy-2,5,7,8-tetramethyl-2H-benzopyran-2-yl)ethyl]-4-isopentylpiperazine). The yield is 61.7%. RXN SMILES: [CH3:1][O:2][C:3]1[C:4]([CH3:29])=[C:5]([CH3:28])[C:6]2[O:11][C:10]([CH2:13][CH2:14][N:15]3[CH2:20][CH2:19][N:18]([CH2:21][CH:22]=[C:23]([CH3:25])[CH3:24])[CH2:17][CH2:16]3)([CH3:12])[CH2:9][CH2:8][C:7]=2[C:26]=1[CH3:27]>[Pd].C(O)C>[CH3:1][O:2][C:3]1[C:4]([CH3:29])=[C:5]([CH3:28])[C:6]2[O:11][C:10]([CH2:13][CH2:14][N:15]3[CH2:20][CH2:19][N:18]([CH2:21][CH2:22][CH:23]([CH3:25])[CH3:24])[CH2:17][CH2:16]3)([CH3:12])[CH2:9][CH2:8][C:7]=2[C:26]=1[CH3:27]. Reported procedure: A solution composed of 2.0 g of the 3,4-dihydro-6-methoxy-2-[2-[4-(3-methyl-2-butenyl)piperazin-1-yl]ethyl]-2,5,7,8-tetramethyl-2H-benzopyran obtained by the process of Example 13, 0.1 g of 5% palladium on carbon and 50 ml of ethanol was stirred at room temperature for 48 hours. The reaction mixture was filtered to remove the palladium on carbon and low-boiling substances were distilled off under reduced pressure. The residue was purified by silica gel column chromatography to give 1.24 g of 1-[... Reactants: ClC1=C(C=CC=C1)N1C(NC2=NC(=NC=C2C1)S(=O)(=O)C)=O (3-(2-chloro-phenyl)-7-methylsulfonyl-3,4-dihydropyrimido[4,5-d]pyrimidin-2(1H)-one), [H-].[Na+] (sodium hydride), N[C@@H]1CC[C@H](CC1)N (trans-1,4-diaminocyclohexane), C[Si](CCOCCl)(C)C (2-(trimethylsilyl)ethoxymethyl chloride). Run in CN1C(CCC1)=O (1-methyl-2-pyrrolidinone), [Cl-].[Na+].O (brine), CN1C(CCC1)=O (1-methyl-2-pyrrolidinone). Conditions: time 15 minute. The product is N[C@@H]1CC[C@H](CC1)NC1=NC=C2C(=N1)N(C(N(C2)C2=C(C=CC=C2)Cl)=O)COCC[Si](C)(C)C (7-(trans-4-aminocyclohexylamino)-3-(2-chlorophenyl)-1-[2-(trimethylsilyl)ethoxymethyl]-3,4-dihydropyrimido[4,5-d]pyrimidin-2(1H)-one). The yield is 62.7%. Reaction SMILES: [Cl:1][C:2]1[CH:7]=[CH:6][CH:5]=[CH:4][C:3]=1[N:8]1[CH2:17][C:16]2[C:11](=[N:12][C:13](S(C)(=O)=O)=[N:14][CH:15]=2)[NH:10][C:9]1=[O:22].[H-].[Na+].[CH3:25][Si:26]([CH3:33])([CH3:32])[CH2:27][CH2:28][O:29][CH2:30]Cl.[NH2:34][C@H:35]1[CH2:40][CH2:39][C@H:38]([NH2:41])[CH2:37][CH2:36]1>CN1CCCC1=O.[Cl-].[Na+].O>[NH2:34][C@H:35]1[CH2:40][CH2:39][C@H:38]([NH:41][C:13]2[N:12]=[C:11]3[N:10]([CH2:30][O:29][CH2:28][CH2:27][Si:26]([CH3:33])([CH3:32])[CH3:25])[C:9](=[O:22])[N:8]([C:3]4[CH:4]=[CH:5][CH:6]=[CH:7][C:2]=4[Cl:1])[CH2:17][C:16]3=[CH:15][N:14]=2)[CH2:37][CH2:36]1 |f:1.2,6.7.8|. Reported procedure: To a solution of sulfone 11.1 (3.0 g, 8.87 mmol) in 10 mL of 1-methyl-2-pyrrolidinone was added 60% sodium hydride (390 mg, 9.76 mmol, mineral oil). The reaction was stirred for 15 minutes at room temperature and then 2-(trimethylsilyl)ethoxymethyl chloride (1.57 mL, 8.87 mmol) was added. The reaction was stirred at room temperature for 4 hours. To this solution was then added 5.06 g of trans-1,4-diaminocyclohexane predissolved in 15 mL 1-methyl-2-pyrrolidinone. The reaction was then warmed to 6...